Dataset: the Open Reaction Database (ORD), a public repository of structured organic reaction records. Task: describe an organic reaction: reactants, conditions, products, and yield RXN SMILES: [Br:1][c:2]1[cH:3][cH:4][c:5]([C:7](=[O:8])[OH:9])[s:6]1.[CH2:10]([CH3:11])[N:12]=[C:13]=[N:14][CH2:15][CH2:16][CH2:17][N:18]([CH3:19])[CH3:20].[CH3:22][CH2:23][OH:24].[CH3:25][N:26]([CH3:27])[c:28]1[cH:29][cH:30][n:31][cH:32][cH:33]1.[OH2:21]>>[Br:1][c:2]1[cH:3][cH:4][c:5]([C:7](=[O:8])[O:9][CH2:10][CH3:11])[s:6]1. Starting materials: O=C(O)c1ccc(Br)s1, CCN=C=NCCCN(C)C, CCO, CN(C)c1ccncc1, O. Product: CCOC(=O)c1ccc(Br)s1. Starting materials: O=C([O-])O, ClCCl, [Na+], [Na+], CC(C)(C)OC(=O)N1CCC(CO)(COCc2ccccc2)CC1, O=S([O-])O. Yields the product C=CC1(COCc2ccccc2)CCN(C(=O)OC(C)(C)C)CC1. As a reaction SMILES: [C:30](=[O:31])([O-:32])[OH:33].[Cl:35][CH2:36][Cl:37].[Na+:29].[Na+:34].[OH:1][CH2:2][C:3]1([CH2:16][O:17][CH2:18][c:19]2[cH:20][cH:21][cH:22][cH:23][cH:24]2)[CH2:4][CH2:5][N:6]([C:9](=[O:10])[O:11][C:12]([CH3:13])([CH3:14])[CH3:15])[CH2:7][CH2:8]1.[S:25](=[O:26])([OH:27])[O-:28]>>[CH:2]([C:3]1([CH2:16][O:17][CH2:18][c:19]2[cH:20][cH:21][cH:22][cH:23][cH:24]2)[CH2:4][CH2:5][N:6]([C:9](=[O:10])[O:11][C:12]([CH3:13])([CH3:14])[CH3:15])[CH2:7][CH2:8]1)=[CH2:30].